From a dataset of the Open Reaction Database (ORD), a public repository of structured organic reaction records. describe an organic reaction: reactants, conditions, products, and yield The reactants are C1C(C1)NCC(=O)C=1N(C=CC1)CC1=C(C=CC=C1)F (2-(2-cyclopropylamino)acetyl-1-(o-fluorobenzyl)pyrrole), [BH4-].[Na+] (sodium borohydride), O (water), CO (methanol). Solvent: C(C)(C)O (isopropyl alcohol), C(C)(C)O (isopropanol). Run at temperature 85 celsius. The product is C1(CC1)NCC(O)C=1N(C=CC1)CC1=C(C=CC=C1)F (2-(cyclopropylamino)-1-[1-(o-fluorobenzyl)-2-pyrryl]ethanol). RXN SMILES: [CH2:1]1[CH2:3][CH:2]1[NH:4][CH2:5][C:6]([C:8]1[N:9]([CH2:13][C:14]2[CH:19]=[CH:18][CH:17]=[CH:16][C:15]=2[F:20])[CH:10]=[CH:11][CH:12]=1)=[O:7].[BH4-].[Na+].CO.O>C(O)(C)C>[CH:2]1([NH:4][CH2:5][CH:6]([C:8]2[N:9]([CH2:13][C:14]3[CH:19]=[CH:18][CH:17]=[CH:16][C:15]=3[F:20])[CH:10]=[CH:11][CH:12]=2)[OH:7])[CH2:3][CH2:1]1 |f:1.2|. Reported procedure: A solution of 8.0 g of 2-(2-cyclopropylamino)acetyl-1-(o-fluorobenzyl)pyrrole, free base of a, in 100 ml of isopropyl alcohol is added to a suspension of 2.2 g sodium borohydride in 100 ml of isopropanol. The reaction mixture is refluxed at 85° C. for 4 hours, allowed to cool to ambient temperature and 50 ml of methanol introduced. The solvent is removed leaving a yellow semi-solid which is treated with water and then extracted into ether. The ether extract is washed with water, dried and filter... The reactants are C[O-].[Na+] (sodium methylate), BrC(C(=O)C1=CC=C(C=C1)SC)(C)C (2-bromo-2-methyl-1-[4-(methylthio)-phenyl]-propan-1-one). Run in CO (methanol), CO (methanol). Yields the product CC1(C(O1)(C1=CC=C(C=C1)SC)OC)C (3,3-Dimethyl-2-methoxy-2-[4-(methylthio)-phenyl]oxirane). Reaction SMILES: [CH3:1][O-:2].[Na+].Br[C:5]([CH3:17])([CH3:16])[C:6]([C:8]1[CH:13]=[CH:12][C:11]([S:14][CH3:15])=[CH:10][CH:9]=1)=[O:7]>CO>[CH3:16][C:5]1([CH3:17])[O:7][C:6]1([O:2][CH3:1])[C:8]1[CH:13]=[CH:12][C:11]([S:14][CH3:15])=[CH:10][CH:9]=1 |f:0.1|. Procedure details: 95.1 g (1.76 mols) of sodium methylate are dissolved in 600 ml of methanol, and 437.1 g (1.60 mols) of 2-bromo-2-methyl-1-[4-(methylthio)-phenyl]-propan-1-one, dissolved in 300 ml of methanol, are added dropwise to this solution at reflux temperature. The methanol is then removed by distillation. The residue is poured into ice water, and the mixture is extracted with diethyl ether. The ether solution is washed with water, dried over Na2SO4 and concentrated. The crystals obtained are purified by ... The reactants are O=C1CCC(=O)N1Br, ClC(Cl)(Cl)Cl, Cc1ccc(C=Cc2ccccc2)cc1. Product: BrCc1ccc(C=Cc2ccccc2)cc1. RXN SMILES: [Br:16][N:17]1[C:18](=[O:19])[CH2:20][CH2:21][C:22]1=[O:23].[C:24]([Cl:25])([Cl:26])([Cl:27])[Cl:28].[CH3:1][c:2]1[cH:3][cH:4][c:5]([CH:8]=[CH:9][c:10]2[cH:11][cH:12][cH:13][cH:14][cH:15]2)[cH:6][cH:7]1>>[CH2:1]([c:2]1[cH:3][cH:4][c:5]([CH:8]=[CH:9][c:10]2[cH:11][cH:12][cH:13][cH:14][cH:15]2)[cH:6][cH:7]1)[Br:16]. Reactants: Cl, COC(=O)C(CCC(F)(F)C(F)(F)F)S(=O)(=O)CCC(F)(F)C(F)(F)C(F)(F)F, O=S(=O)([O-])C(F)(F)F, Cc1cc(C)[n+](F)c(C)c1, [H-], [Na+], C1CCOC1. Product: COC(=O)C(F)(CCC(F)(F)C(F)(F)F)S(=O)(=O)CCC(F)(F)C(F)(F)C(F)(F)F. Reaction SMILES: [ClH:50].[F:1][C:2]([CH2:3][CH2:4][S:5](=[O:6])(=[O:7])[CH:8]([C:9](=[O:10])[O:11][CH3:12])[CH2:13][CH2:14][C:15]([C:16]([F:17])([F:18])[F:19])([F:20])[F:21])([C:22]([C:23]([F:24])([F:25])[F:26])([F:27])[F:28])[F:29].[F:32][C:33]([F:34])([F:35])[S:36]([O-:37])(=[O:38])=[O:39].[F:40][n+:41]1[c:42]([CH3:43])[cH:44][c:45]([CH3:46])[cH:47][c:48]1[CH3:49].[H-:30].[Na+:31].[O:51]1[CH2:52][CH2:53][CH2:54][CH2:55]1>>[F:1][C:2]([CH2:3][CH2:4][S:5](=[O:6])(=[O:7])[C:8]([C:9](=[O:10])[O:11][CH3:12])([CH2:13][CH2:14][C:15]([C:16]([F:17])([F:18])[F:19])([F:20])[F:21])[F:32])([C:22]([C:23]([F:24])([F:25])[F:26])([F:27])[F:28])[F:29]. Solvent: O1CCCC1 (tetrahydrofuran). As a reaction SMILES: C([S:8][CH2:9][CH:10]([N:20]([CH2:42][CH2:43][C:44]1[CH:49]=[CH:48][CH:47]=[CH:46][CH:45]=1)[C:21](=[O:41])[NH:22][C@@H:23]([CH2:34][C:35]1[CH:40]=[CH:39][CH:38]=[CH:37][CH:36]=1)[C:24]([O:26]CC1C=CC=CC=1)=[O:25])[CH2:11][S:12]CC1C=CC=CC=1)C1C=CC=CC=1.N.C(=O)=O.CO.[Na].[Cl-].[NH4+]>O1CCCC1>[SH:8][CH2:9][CH:10]([N:20]([CH2:42][CH2:43][C:44]1[CH:49]=[CH:48][CH:47]=[CH:46][CH:45]=1)[C:21](=[O:41])[NH:22][C@@H:23]([CH2:34][C:35]1[CH:36]=[CH:37][CH:38]=[CH:39][CH:40]=1)[C:24]([OH:26])=[O:25])[CH2:11][SH:12] |f:2.3,5.6,^1:55|. Reaction conditions: time 1 hour. Procedure details: A solution of benzyl (2S)-2-[3-[2-(benzylthio)-1[(benzylthio)methyl]ethyl]-3-phenethylureido]-3-phenylpropionate (Compound No. 1-72, 996 mg) in anhydrous tetrahydrofuran (20 ml) is added dropwise to liquid ammonia (80 ml) under a nitrogen atmosphere and dry ice-methanol cooling. Then, metallic sodium (300 mg) by portions is added thereto until coloration does not disappear, and the mixture is stirred as it is for one hour. Ammonium chloride by portions is added to the reaction mixture to decolor... Yields the product SCC(CS)N(C(N[C@H](C(=O)O)CC1=CC=CC=C1)=O)CCC1=CC=CC=C1 ((2S)-2-[3-[2-Mercapto-1-(mercaptomethyl)ethyl]-3-phenethylureido]-3-phenylpropionic acid). Reactants: C(C1=CC=CC=C1)SCC(CSCC1=CC=CC=C1)N(C(N[C@H](C(=O)OCC1=CC=CC=C1)CC1=CC=CC=C1)=O)CCC1=CC=CC=C1 (benzyl (2S)-2-[3-[2-(benzylthio)-1[(benzylthio)methyl]ethyl]-3-phenethylureido]-3-phenylpropionate), [Na] (sodium), [Cl-].[NH4+] (Ammonium chloride), C(=O)=O.CO (dry ice methanol), N (ammonia). Reactants: ClC1=C(C=CC(=C1)Cl)NN (2,4-dichlorophenylhydrazine), ClC1=C(C=CC(=C1)Cl)NN (2,4-dichlorophenylhydrazine), C(C)(=O)OC(C)=O (acetic anhydride). The solvent is C(C)(=O)OCC (ethyl acetate). The product is C(C)(=O)NNC1=C(C=C(C=C1)Cl)Cl (1-acetyl-2-(2,4-dichlorophenyl)hydrazine). Reaction SMILES: [Cl:1][C:2]1[CH:7]=[C:6]([Cl:8])[CH:5]=[CH:4][C:3]=1[NH:9][NH2:10].[C:11](OC(=O)C)(=[O:13])[CH3:12]>C(OCC)(=O)C>[C:11]([NH:10][NH:9][C:3]1[CH:4]=[CH:5][C:6]([Cl:8])=[CH:7][C:2]=1[Cl:1])(=[O:13])[CH3:12]. Procedure: Generally in a process of condensing a hydrazonoyl derivative of formula (A) to form a compound of formula (I), the free hydrazine (1) as described above, for example, 2,4-dichlorophenylhydrazine (1) is reacted with acetic anhydride at a temperature of about 10° C. in an appropriate solvent such as ethyl acetate, yielding the corresponding 1-acetyl-2-(2,4-dichlorophenyl)hydrazine (2). The hydrazine (2) is then chlorinated with phosphorous oxychloride at a temperature of about 110° C. in an appro... The reactants are N#Cc1ccc(-c2ncncc2Br)c2ccccc12, COC(=O)CS, O=C([O-])[O-], [K+], [K+], CN(C)C=O. Product: COC(=O)CSc1cncnc1-c1ccc(C#N)c2ccccc12. Reaction SMILES: [Br:1][c:2]1[c:3](-[c:8]2[cH:9][cH:10][c:11]([C:18]#[N:19])[c:12]3[cH:13][cH:14][cH:15][cH:16][c:17]23)[n:4][cH:5][n:6][cH:7]1.[C:20]([CH2:21][SH:22])(=[O:23])[O:24][CH3:25].[C:26](=[O:27])([O-:28])[O-:29].[K+:30].[K+:31].[O:32]=[CH:33][N:34]([CH3:35])[CH3:36]>>[c:2]1([S:22][CH2:21][C:20](=[O:23])[O:24][CH3:25])[c:3](-[c:8]2[cH:9][cH:10][c:11]([C:18]#[N:19])[c:12]3[cH:13][cH:14][cH:15][cH:16][c:17]23)[n:4][cH:5][n:6][cH:7]1. Reactants: OC1=CC=C(CO)C=C1 (4-hydroxybenzyl alcohol), C(=C)OCCCl (2-chloroethyl vinyl ether), CS(=O)C (dimethyl sulfoxide), [OH-].[Na+] (NaOH). Run in O (water). Yields the product C(=C)OCCOC1=CC=C(C=C1)CO (2-(4-hydroxymethyl-phenoxy)ethyl vinyl ether). Yield: 55.0%. As a reaction SMILES: [OH:1][C:2]1[CH:9]=[CH:8][C:5]([CH2:6][OH:7])=[CH:4][CH:3]=1.CS(C)=O.[OH-].[Na+].[CH:16]([O:18][CH2:19][CH2:20]Cl)=[CH2:17]>O>[CH:16]([O:18][CH2:19][CH2:20][O:1][C:2]1[CH:9]=[CH:8][C:5]([CH2:6][OH:7])=[CH:4][CH:3]=1)=[CH2:17] |f:2.3|. Reported procedure: In a 500 mL three-neck round-bottom flask equipped with an overhead stirrer and a reflux condenser were placed 21.7 g of 4-hydroxybenzyl alcohol, and 65 mL of dimethyl sulfoxide. To this solution was slowly added 6.99 g of NaOH, while keeping the temperature below 45° C. After the solution was completed, 20.4 mL of 2-chloroethyl vinyl ether was added slowly while keeping the temperature at 60° C. The reaction mixture was heated at this temperature for 2 hours, and the progress of the reaction wa...